This data is from the Open Reaction Database (ORD), a public repository of structured organic reaction records. The task is: describe an organic reaction: reactants, conditions, products, and yield Starting materials: CC1=C(C(=O)Cl)C(=CC(=C1)C)C (2,4,6-trimethylbenzoyl chloride), C(C(C)C)P (isobutylphosphine), O1CCCC1 (tetrahydrofuran), OO (hydrogen peroxide), C(CCC)[Li] (butyllithium), C(C)(C)NC(C)C (diisopropylamine), O1CCCC1 (tetrahydrofuran). Run at temperature -30 celsius, time 2 hour. Product: CC1=C(C(=O)P(CC(C)C)(C(C2=C(C=C(C=C2C)C)C)=O)=O)C(=CC(=C1)C)C (bis(2,4,6-trimethylbenzoyl)isobutylphosphine oxide). Reaction SMILES: [CH2:1]([Li])[CH2:2][CH2:3]C.C(N[CH:10]([CH3:12])[CH3:11])(C)C.[CH3:13][C:14]1[CH:22]=[C:21]([CH3:23])[CH:20]=[C:19]([CH3:24])[C:15]=1[C:16](Cl)=[O:17].[CH2:25]([PH2:29])[CH:26]([CH3:28])[CH3:27].[OH:30]O.[O:32]1[CH2:36][CH2:35][CH2:34][CH2:33]1>>[CH3:33][C:34]1[CH:1]=[C:2]([CH3:3])[CH:12]=[C:10]([CH3:11])[C:35]=1[C:36]([P:29](=[O:30])([C:16](=[O:17])[C:15]1[C:14]([CH3:13])=[CH:22][C:21]([CH3:23])=[CH:20][C:19]=1[CH3:24])[CH2:25][CH:26]([CH3:28])[CH3:27])=[O:32]. Procedure details: 140.6 ml (0.225 mol, 1.6M) of butyllithium are added dropwise under nitrogen at 0° C. over the course of 30 minutes to a solution of 31.9 ml (0.225 mol) of diisopropylamine in 80 ml of tetrahydrofuran. This solution is added dropwise at -30° C. over the course of 90 minutes to a solution of 41.1 g (0.225 mol) of 2,4,6-trimethylbenzoyl chloride and 12 ml (0.102 mol) of isobutylphosphine in 200 ml of tetrahydrofuran. After the mixture has been stirred for 2 hours at -30° C., the yellow solution is... Reactants: CN(C)C=O, O=C(c1ccc(Cl)cc1)c1ccc(Cl)nc1, [H-], [Na+], O, c1c[nH]cn1. Product: O=C(c1ccc(Cl)cc1)c1ccc(-n2ccnc2)nc1. RXN SMILES: [CH3:25][N:26]([CH3:27])[CH:28]=[O:29].[Cl:8][c:9]1[n:10][cH:11][c:12]([C:15]([c:16]2[cH:17][cH:18][c:19]([Cl:22])[cH:20][cH:21]2)=[O:23])[cH:13][cH:14]1.[H-:1].[Na+:2].[OH2:24].[nH:3]1[cH:4][n:5][cH:6][cH:7]1>>[n:3]1(-[c:9]2[n:10][cH:11][c:12]([C:15]([c:16]3[cH:17][cH:18][c:19]([Cl:22])[cH:20][cH:21]3)=[O:23])[cH:13][cH:14]2)[cH:4][n:5][cH:6][cH:7]1. Reactants: C1(=CC=CC=C1)N1CSCC1=O (3-phenyl-4-thiazolidinone), S(=O)(=O)(Cl)Cl (sulphuryl chloride). Solvent: ClCCl (dichloromethane). The product is ClC1C(N(CS1)C1=CC=CC=C1)=O (5-chloro-3-phenyl-4-thiazolidinone). RXN SMILES: [C:1]1([N:7]2[C:11](=[O:12])[CH2:10][S:9][CH2:8]2)[CH:6]=[CH:5][CH:4]=[CH:3][CH:2]=1.S(Cl)([Cl:16])(=O)=O>ClCCl>[Cl:16][CH:10]1[S:9][CH2:8][N:7]([C:1]2[CH:2]=[CH:3][CH:4]=[CH:5][CH:6]=2)[C:11]1=[O:12]. Procedure details: This compound was prepared by a procedure similar to that described in Preparative Example 2, Step 2 above, but using 3-phenyl-4-thiazolidinone (prepared as in Step 1 above) (0.38 g), sulphuryl chloride (0.29 g), and dichloromethane (5 ml). This product was used directly in Step 3. Starting materials: OC=1C(C2=CC=CC=C2C(C1)=O)=O (2-hydroxy-1,4-naphthoquinone), N12CCCCCC2=NCCC1 (DBU), C(C)O (ethanol). Run at time 5 hour. The product is C(C)(=O)C1=CC2=C(O1)C(C1=CC=CC=C1C2=O)=O (2-acetyl-4H,9H-naphtho[2,3-b]furan-4,9-dione). Reaction SMILES: [OH:1][C:2]1[C:3](=[O:13])[C:4]2[C:9]([C:10](=[O:12])[CH:11]=1)=[CH:8][CH:7]=[CH:6][CH:5]=2.N12CCCN=C1C[CH2:18][CH2:17][CH2:16][CH2:15]2.C([OH:27])C>>[C:16]([C:17]1[O:1][C:2]2[C:3](=[O:13])[C:4]3[C:9]([C:10](=[O:12])[C:11]=2[CH:18]=1)=[CH:8][CH:7]=[CH:6][CH:5]=3)(=[O:27])[CH3:15]. Procedure details: The synthetic process for preparing Crystal Form 3 is shown in FIGS. 6A-6D. The steps are outlined briefly herein. Step 1: 3-Butene-2-one (methyl vinyl ketone, MVK) is brominated using bromine No additional solvent is used. The intermediate 3,4-dibromobutan-2-one is dissolved in tetrahydrofuran (THF) and reacted with 1,8-diazabicyclo[5.4.0]undec-7-ene (DBU) to form a second intermediate, 3-bromo-3-buten-2-one. Once this reaction is complete, 2-hydroxy-1,4-naphthoquinone (HNQ) is added. A second ... The reactants are CN(C=O)C (dimethylformamide), OCN1C=NC(=C1Cl)Cl (1-hydroxymethyl-4,5-dichloroimidazole), S(=O)(Cl)Cl (thionyl chloride). Solvent: C(Cl)(Cl)(Cl)Cl (carbon tetrachloride). Yields the product ClCN1C=NC(=C1Cl)Cl (1-chloromethyl-4,5-dichloroimidazole). The yield is 77.1%. Reaction SMILES: O[CH2:2][N:3]1[C:7]([Cl:8])=[C:6]([Cl:9])[N:5]=[CH:4]1.CN(C)C=O.S(Cl)([Cl:17])=O>C(Cl)(Cl)(Cl)Cl>[Cl:17][CH2:2][N:3]1[C:7]([Cl:8])=[C:6]([Cl:9])[N:5]=[CH:4]1. Reported procedure: 94 g of 1-hydroxymethyl-4,5-dichloroimidazole is dissolved in 550 ml of carbon tetrachloride. 1 ml of dimethylformamide is added, and 100.5 g of thionyl chloride is dripped in while stirring. The mixture is refluxed until no more gas evolves, after which the solvent is removed under reduced pressure and 750 ml of methylene chloride and 250 ml of water are added to the residue. While the mixture is stirred thoroughly, its pH is brought to 7.5 with 5% strength aqueous sodium hydroxide solution. Th... The reactants are C(C)C1=CC=C2COC(C2=C1)=O (6-ethyl-3H-isobenzofuran-1-one), C(C)B(CC)CC (triethyl borane), BrC=1C(=C(C(=O)OCC)C(=CC1)CS(=O)(=O)C1=C(C=CC=C1)C)OC (ethyl 3-bromo-2-methoxy-6-(2-methylbenzenesulphonylmethyl)benzoate), BrC=1C(=C(C(=O)OCC)C(=CC1)CS(=O)(=O)C1=C(C=CC=C1)C)OC (ethyl 3-bromo-2-methoxy-6-(2-methylbenzenesulphonylmethyl)benzoate). Yields the product C(C)C=1C(=C(C(=O)OCC)C(=CC1)CS(=O)(=O)C1=C(C=CC=C1)C)OC (Ethyl 3-ethyl-2-methoxy-6-(2-methylbenzenesulphonylmethyl)benzoate). As a reaction SMILES: [CH2:1](C1C=C2C(COC2=O)=CC=1)[CH3:2].Br[C:14]1[C:15]([O:36][CH3:37])=[C:16]([C:22]([CH2:25][S:26]([C:29]2[CH:34]=[CH:33][CH:32]=[CH:31][C:30]=2[CH3:35])(=[O:28])=[O:27])=[CH:23][CH:24]=1)[C:17]([O:19][CH2:20][CH3:21])=[O:18].C(B(CC)CC)C>>[CH2:1]([C:14]1[C:15]([O:36][CH3:37])=[C:16]([C:22]([CH2:25][S:26]([C:29]2[CH:34]=[CH:33][CH:32]=[CH:31][C:30]=2[CH3:35])(=[O:28])=[O:27])=[CH:23][CH:24]=1)[C:17]([O:19][CH2:20][CH3:21])=[O:18])[CH3:2]. Procedure: Prepared by proceeding in a similar manner to Intermediate 18, starting from ethyl 3-bromo-2-methoxy-6-(2-methylbenzenesulphonylmethyl)benzoate (Intermediate 62) and triethyl borane. Starting materials: CSc1ccc(C#N)cc1, O=C(OO)c1cccc(Cl)c1, ClCCl, [Na+], [OH-]. Yields the product CS(=O)(=O)c1ccc(C#N)cc1. RXN SMILES: [CH3:1][S:2][c:3]1[cH:4][cH:5][c:6]([C:7]#[N:8])[cH:9][cH:10]1.[Cl:11][c:12]1[cH:13][cH:14][cH:15][c:16]([C:17]([O:18][OH:20])=[O:19])[cH:21]1.[Cl:24][CH2:25][Cl:26].[Na+:23].[OH-:22]>>[CH3:1][S:2]([c:3]1[cH:4][cH:5][c:6]([C:7]#[N:8])[cH:9][cH:10]1)(=[O:19])=[O:22]. The reactants are [O-]S(=O)(=S)[O-].[Na+].[Na+] (Na2S2O3), CCOC(=O)C (EtOAc), ice, FC1=CC(=C(C=C1)C1=C(C=NC=C1)N(C(C1=CC(=CC(=C1)C(F)(F)F)SCCNS(N)(=O)=O)=O)C)OC (N-[4-(4-fluoro-2-methoxyphenyl)pyridin-3-yl]-N-methyl-3-{[2-(sulfamoylamino)ethyl]-sulfanyl}-5-(trifluoromethyl)benzamide), OOS(=O)[O-].[K+] (oxone), O (water). The solvent is CO (MeOH). Conditions: time 3.5 hour. Yields the product FC1=CC(=C(C=C1)C1=C(C=NC=C1)N(C(C1=CC(=CC(=C1)C(F)(F)F)S(=O)(=O)CCNS(N)(=O)=O)=O)C)OC (N-[4-(4-fluoro-2-methoxyphenyl)pyridin-3-yl]-N-methyl-3-{[2-(sulfamoylamino)ethyl]-sulfonyl}-5-(trifluoromethyl)benzamide). As a reaction SMILES: [F:1][C:2]1[CH:7]=[CH:6][C:5]([C:8]2[CH:13]=[CH:12][N:11]=[CH:10][C:9]=2[N:14]([CH3:35])[C:15](=[O:34])[C:16]2[CH:21]=[C:20]([C:22]([F:25])([F:24])[F:23])[CH:19]=[C:18]([S:26][CH2:27][CH2:28][NH:29][S:30](=[O:33])(=[O:32])[NH2:31])[CH:17]=2)=[C:4]([O:36][CH3:37])[CH:3]=1.[OH:38]OS([O-])=O.[K+].[O-]S([O-])(=S)=O.[Na+].[Na+].CCOC(C)=O.[OH2:57]>CO>[F:1][C:2]1[CH:7]=[CH:6][C:5]([C:8]2[CH:13]=[CH:12][N:11]=[CH:10][C:9]=2[N:14]([CH3:35])[C:15](=[O:34])[C:16]2[CH:21]=[C:20]([C:22]([F:23])([F:24])[F:25])[CH:19]=[C:18]([S:26]([CH2:27][CH2:28][NH:29][S:30](=[O:32])(=[O:33])[NH2:31])(=[O:38])=[O:57])[CH:17]=2)=[C:4]([O:36][CH3:37])[CH:3]=1 |f:1.2,3.4.5|. Procedure: To an ice-cold solution of N-(4-(4-fluoro-2-methoxyphenyl)pyridin-3-yl)-N-methyl-3-(2-(sulfamoylamino)ethylthio)-5-(trifluoromethyl)benzamide (0.058 g, 104 μmol, example 261) in MeOH (2 mL) and water (0.5 mL) was added oxone (160 mg, 260 μmol) and the white suspension was stirred at room temperature for 3.5 hours. The reaction mixture was poured on 10% aqueous Na2S2O3 solution and EtOAc and the layers were separated. The aqueous layer was extracted twice with EtOAc. The organic layers were washe... Starting materials: Br.N1(CCC2NCCCC21)C=2C1=C(N=CN2)NC=C1 (4-(octahydro-1H-pyrrolo[3,2-b]pyridin-1-yl)-7H-pyrrolo[2,3-d]pyrimidine HBr salt), CC[NH+](CC)CC.CC[NH+](CC)CC.C(=O)([O-])[O-] (MP-carbonate resin). Run in O (water). Conditions: time 16 hour. Yields the product N1(CCC2NCCCC21)C=2C1=C(N=CN2)NC=C1 (4-(octahydro-1H-pyrrolo[3,2-b]pyridin-1-yl)-7H-pyrrolo[2,3-d]pyrimidine). RXN SMILES: Br.[N:2]1([C:11]2[C:12]3[CH:19]=[CH:18][NH:17][C:13]=3[N:14]=[CH:15][N:16]=2)[CH:10]2[CH:5]([NH:6][CH2:7][CH2:8][CH2:9]2)[CH2:4][CH2:3]1.CC[NH+](CC)CC.CC[NH+](CC)CC.C([O-])([O-])=O>O>[N:2]1([C:11]2[C:12]3[CH:19]=[CH:18][NH:17][C:13]=3[N:14]=[CH:15][N:16]=2)[CH:10]2[CH:5]([NH:6][CH2:7][CH2:8][CH2:9]2)[CH2:4][CH2:3]1 |f:0.1,2.3.4|. Procedure: To the product of Step 1 (7.56 g, 18.7 mmol) was added water (100 mL). The solution was then sonicated and gently warmed to ensure complete dissolution of the starting material. To the light brown solution was added Biotage MP-carbonate resin (30 g, 3.34 mmol/g). The solution was swirled gently for 16 hours before being filtered through a thin pad of Celite which was rinsed with acetonitrile and water successively. The filtrate was concentrated in vacuo, azeotroped with toluene (twice), then aze...